This data is from the Open Reaction Database (ORD), a public repository of structured organic reaction records. The task is: describe an organic reaction: reactants, conditions, products, and yield Reactants: [BH4-], CCO, Cl, [Na+], CCCCCCCCCCCCCCCCCC(=O)c1ccc(O)c(C(=O)O)c1. The product is CCCCCCCCCCCCCCCCCC(O)c1ccc(O)c(C(=O)O)c1. As a reaction SMILES: [BH4-:30].[CH3:33][CH2:34][OH:35].[ClH:32].[Na+:31].[OH:1][c:2]1[c:3]([C:4](=[O:5])[OH:6])[cH:7][c:8]([C:11]([CH2:12][CH2:13][CH2:14][CH2:15][CH2:16][CH2:17][CH2:18][CH2:19][CH2:20][CH2:21][CH2:22][CH2:23][CH2:24][CH2:25][CH2:26][CH2:27][CH3:28])=[O:29])[cH:9][cH:10]1>>[OH:1][c:2]1[c:3]([C:4](=[O:5])[OH:6])[cH:7][c:8]([CH:11]([CH2:12][CH2:13][CH2:14][CH2:15][CH2:16][CH2:17][CH2:18][CH2:19][CH2:20][CH2:21][CH2:22][CH2:23][CH2:24][CH2:25][CH2:26][CH2:27][CH3:28])[OH:29])[cH:9][cH:10]1. Yield: 88.0%. RXN SMILES: [CH2:1]([S:8][C:9]1[N:14]=[CH:13][C:12]([Cl:15])=[CH:11][N:10]=1)[C:2]1[CH:7]=[CH:6][CH:5]=[CH:4][CH:3]=1.ClC1C=CC=C(C(OO)=[O:24])C=1.CC(O)C>ClCCl>[CH2:1]([S:8]([C:9]1[N:10]=[CH:11][C:12]([Cl:15])=[CH:13][N:14]=1)=[O:24])[C:2]1[CH:7]=[CH:6][CH:5]=[CH:4][CH:3]=1. Run in ClCCl (dichloromethane). Procedure details: The oxidation of 2-benzylthio-5-chloropyrimidine was carried out using one molar equivalent of 85% m-chloroperbenzoic acid in dichloromethane, initially at -10° C. and then at 0° C., as described in Example 40 above; yield 88%, m.p. 92° C. (iPrOH). 1H NMR (CDCl3) δ4.30 and 4.33 (CH2), 7.23 (Ph), 8.73 (H-4, H-6). Starting materials: C(C1=CC=CC=C1)SC1=NC=C(C=N1)Cl (2-benzylthio-5-chloropyrimidine), ClC1=CC(=CC=C1)C(=O)OO (m-chloroperbenzoic acid), CC(C)O (iPrOH). The product is C(C1=CC=CC=C1)S(=O)C1=NC=C(C=N1)Cl (2-Benzylsulfinyl-5-chloropyrimidine). The reactants are FC1=C(C(=CC=C1)F)CC#N (2,6-difluorophenylacetonitrile), [OH-].[Na+] (sodium hydroxide), [OH-].[Na+] (sodium hydroxide), BrC(C)C (2-bromopropane). The reagents and catalysts are [Br-].C(CCC)[N+](CCCC)(CCCC)CCCC (tetra-n-butylammonium bromide). Product: FC1=C(C(=CC=C1)F)C(C#N)C(C)C (2,6-difluoro-α-(1-methylethyl)benzeneacetonitrile). The yield is 75.5%. RXN SMILES: [F:1][C:2]1[CH:7]=[CH:6][CH:5]=[C:4]([F:8])[C:3]=1[CH2:9][C:10]#[N:11].[OH-].[Na+].Br[CH:15]([CH3:17])[CH3:16]>[Br-].C([N+](CCCC)(CCCC)CCCC)CCC>[F:1][C:2]1[CH:7]=[CH:6][CH:5]=[C:4]([F:8])[C:3]=1[CH:9]([CH:15]([CH3:17])[CH3:16])[C:10]#[N:11] |f:1.2,4.5|. Procedure details: A mixture of 2,6-difluorophenylacetonitrile (10.0 g, 65.4 mmoles), 50% aqueous sodium hydroxide (4.6 g), sodium hydroxide (653 mg), tetra-n-butylammonium bromide (2.90 g and 2-bromopropane (8.85 g, 71.9 mmoles) was stirred while heating to 80-85 over 1.0 hours, and then maintained at that temperature for 2.0 hours. After cooling, the mixture was partitioned between diethyl ether and water, the aqueous layer extracted with ether and the combined organic extracts washed with brine, dried over magn... Yields the product N1(CCCCCC1)CCOC1=CC=C(CCCNC2=C(C=CC(=C2)O)C2CC=3C=CC(=CC3CC2)O)C=C1 (6-{2-{[4-(2-Azepan-1-ylethoxy)benzyl]ethylamino}-4-hydroxyphenyl}-5,6,7,8-tetrahydronaphthalen-2-ol). Reactants: C(C)NC1=C(C=CC(=C1)OC)C1CC2=CC=C(C=C2CC1)OC (ethyl[5-methoxy-2-(6-methoxy-1,2,3,4-tetrahydronaphthalen-2-yl)phenyl]amine), Cl.N1(CCCCCC1)CCOC1=CC=C(C(=O)Cl)C=C1 (4-(2-azepan-1-ylethoxy)benzoyl chloride hydrochloride). RXN SMILES: [CH2:1]([NH:3][C:4]1[CH:9]=[C:8]([O:10]C)[CH:7]=[CH:6][C:5]=1[CH:12]1[CH2:21][CH2:20][C:19]2[C:14](=[CH:15][CH:16]=[C:17]([O:22]C)[CH:18]=2)[CH2:13]1)[CH3:2].Cl.[N:25]1([CH2:32][CH2:33][O:34][C:35]2[CH:43]=[CH:42][C:38]([C:39](Cl)=O)=[CH:37][CH:36]=2)[CH2:31][CH2:30][CH2:29][CH2:28][CH2:27][CH2:26]1>>[N:25]1([CH2:32][CH2:33][O:34][C:35]2[CH:43]=[CH:42][C:38]([CH2:39][CH2:2][CH2:1][NH:3][C:4]3[CH:9]=[C:8]([OH:10])[CH:7]=[CH:6][C:5]=3[CH:12]3[CH2:21][CH2:20][C:19]4[CH:18]=[C:17]([OH:22])[CH:16]=[CH:15][C:14]=4[CH2:13]3)=[CH:37][CH:36]=2)[CH2:31][CH2:30][CH2:29][CH2:28][CH2:27][CH2:26]1 |f:1.2|. Yield: 59.0%. Procedure details: Synthesized from ethyl[5-methoxy-2-(6-methoxy-1,2,3,4-tetrahydronaphthalen-2-yl)phenyl]amine (400 mg) and 4-(2-azepan-1-ylethoxy)benzoyl chloride hydrochloride (530 mg) according to an analogous synthetic method to Example 187, the title compound (390 mg) was obtained. Starting materials: FC1=C(C=CC=C1)S(=O)(=O)N[C@@H](C(=O)O)CC1=CC=C(C=C1)O ((R)-2-(2-fluorophenylsulfonamido)-3-(4-hydroxyphenyl)propanoic acid), FC1=CC=C(C=C1)S(=O)(=O)Cl (4-fluorobenzenesulfonyl chloride). Product: FC1=CC=C(C=C1)S(=O)(=O)N[C@@H](C(=O)O)CC1=CC=C(C=C1)O ((R)-2-(4-fluorophenylsulfonamido)-3-(4-hydroxyphenyl)propanoic acid). Reaction SMILES: F[C:2]1[CH:7]=[CH:6][CH:5]=[CH:4][C:3]=1[S:8]([NH:11][C@H:12]([CH2:16][C:17]1[CH:22]=[CH:21][C:20]([OH:23])=[CH:19][CH:18]=1)[C:13]([OH:15])=[O:14])(=[O:10])=[O:9].[F:24]C1C=CC(S(Cl)(=O)=O)=CC=1>>[F:24][C:6]1[CH:5]=[CH:4][C:3]([S:8]([NH:11][C@H:12]([CH2:16][C:17]2[CH:22]=[CH:21][C:20]([OH:23])=[CH:19][CH:18]=2)[C:13]([OH:15])=[O:14])(=[O:10])=[O:9])=[CH:2][CH:7]=1. Procedure details: Following 17a synthetic method, using 4-fluorobenzenesulfonyl chloride (214.08 mg, 1.1 mmol) instead of 2-fluorobenzenesulfonyl chloride gave the final compound 19a; as a colorless oil; (93.99 mg, 55.4%). [α]D25: +12.8 (c=0.26, CHCl3); 1H-NMR (300 MHz, CDCl3): δ 7.77-7.73 (m, 2H), 7.24-7.21 (m, 7H), 6.92 (d, J=9 Hz, 1H), 4.21-4.14 (m, 1H), 3.15-2.90 (m, 2H); 13C NMR (300 MHz, acetone-d6): δ 171.55, 166.28, 162.95, 137.53, 136.53, 129.74, 129.62, 129.39, 128.24, 126.68, 115.93, 115.63, 57.29, 38.... Reactants: CC(C)CCBr, O=C([O-])[O-], Cn1ccnc1-c1c2c(=O)n(C)c(=O)[nH]c2nn1Cc1c[nH]c2ccc(Cl)cc12, [K+], [K+], CN(C)C=O. Yields the product CC(C)CCn1c(=O)n(C)c(=O)c2c(-c3nccn3C)n(Cc3c[nH]c4ccc(Cl)cc34)nc21. Reaction SMILES: [Br:30][CH2:31][CH2:32][CH:33]([CH3:34])[CH3:35].[C:36](=[O:37])([O-:38])[O-:39].[Cl:1][c:2]1[cH:3][c:4]2[c:5]([CH2:11][n:12]3[n:13][c:14]4[nH:15][c:16](=[O:29])[n:17]([CH3:28])[c:18](=[O:27])[c:19]4[c:20]3-[c:21]3[n:22]([CH3:26])[cH:23][cH:24][n:25]3)[cH:6][nH:7][c:8]2[cH:9][cH:10]1.[K+:40].[K+:41].[O:42]=[CH:43][N:44]([CH3:45])[CH3:46]>>[Cl:1][c:2]1[cH:3][c:4]2[c:5]([CH2:11][n:12]3[n:13][c:14]4[n:15]([CH2:31][CH2:32][CH:33]([CH3:34])[CH3:35])[c:16](=[O:29])[n:17]([CH3:28])[c:18](=[O:27])[c:19]4[c:20]3-[c:21]3[n:22]([CH3:26])[cH:23][cH:24][n:25]3)[cH:6][nH:7][c:8]2[cH:9][cH:10]1. The reactants are CO (methanol), FC1=CC=C(CN2N=C(C3=C(C2=O)C(=C2N3CCN(C2=O)C)OC)CO)C=C1 (2-(4-fluorobenzyl)-4-(hydroxymethyl)-10-methoxy-8-methyl-7,8-dihydropyrazino[1′,2′:1,5]pyrrolo[2,3-d]pyridazine-1,9(2H,6H)-dione), B(Br)(Br)Br (boron tribromide). Solvent: ClCCl (dichloromethane), ClCCl (dichloromethane). Run at time 1 hour. The product is FC1=CC=C(CN2N=C(C3=C(C2=O)C(=C2N3CCN(C2=O)C)O)CO)C=C1 (2-(4-Fluorobenzyl)-10-hydroxy-4-(hydroxymethyl)-8-methyl-7,8-dihydropyrazino[1′,2′:1,5]pyrrolo[2,3-d]pyridazine-1,9(2H,6H)-dione). As a reaction SMILES: [F:1][C:2]1[CH:28]=[CH:27][C:5]([CH2:6][N:7]2[C:12](=[O:13])[C:11]3[C:14]([O:23]C)=[C:15]4[C:20](=[O:21])[N:19]([CH3:22])[CH2:18][CH2:17][N:16]4[C:10]=3[C:9]([CH2:25][OH:26])=[N:8]2)=[CH:4][CH:3]=1.B(Br)(Br)Br.CO>ClCCl>[F:1][C:2]1[CH:28]=[CH:27][C:5]([CH2:6][N:7]2[C:12](=[O:13])[C:11]3[C:14]([OH:23])=[C:15]4[C:20](=[O:21])[N:19]([CH3:22])[CH2:18][CH2:17][N:16]4[C:10]=3[C:9]([CH2:25][OH:26])=[N:8]2)=[CH:4][CH:3]=1. Procedure: To a solution of 2-(4-fluorobenzyl)-4-(hydroxymethyl)-10-methoxy-8-methyl-7,8-dihydropyrazino[1′,2′:1,5]pyrrolo[2,3-d]pyridazine-1,9(2H,6H)-dione (27 mg g, 70 μmol) in anhydrous dichloromethane (1 mL), a solution of boron tribromide in dichloromethane (90 μL, 90 μmol; 1 M) was added. After stirring at room temperature for one hour, the reaction mixture was treated with anhydrous methanol (2 mL), stirred for 30 minutes, and concentrated under vacuum. The procedure was repeated twice. The residue ...